This data is from the Open Reaction Database (ORD), a public repository of structured organic reaction records. The task is: describe an organic reaction: reactants, conditions, products, and yield Starting materials: [N+](=O)([O-])CC(=O)C1=CC=CC=C1 (2-nitroacetophenone), CSC=1SCCCN1 (2-(methylthio)-5,6-dihydro-4H-1,3-thiazine). Reagents/catalysts: [Cl-].[Zn+2].[Cl-] (zinc chloride). Reaction conditions: time 2.5 hour. Yields the product [N+](=O)([O-])C(C(=O)C1=CC=CC=C1)=C1SCCCN1 (2-nitro-1-phenyl-2-(tetrahydro-2H-1,3-thiazin-2-ylidene)ethanone). RXN SMILES: [N+:1]([CH2:4][C:5]([C:7]1[CH:12]=[CH:11][CH:10]=[CH:9][CH:8]=1)=[O:6])([O-:3])=[O:2].CS[C:15]1[S:16][CH2:17][CH2:18][CH2:19][N:20]=1>[Cl-].[Zn+2].[Cl-]>[N+:1]([C:4](=[C:15]1[NH:20][CH2:19][CH2:18][CH2:17][S:16]1)[C:5]([C:7]1[CH:12]=[CH:11][CH:10]=[CH:9][CH:8]=1)=[O:6])([O-:3])=[O:2] |f:2.3.4|. Procedure details: A mixture of 3.3 g of 2-nitroacetophenone and 2.94 g of 2-(methylthio)-5,6-dihydro-4H-1,3-thiazine was heated to 115° and 100 milligrams of zinc chloride was added. Heating and stirring was continued at 115°-120° for 2.5 hours. After cooling, the mixture was filtered (with the aid of ethyl acetate) through a short column of florosil to give an amber oil. The oil was chromatographed on silica gel using dry-column technique and a 1:1:2 mixture of tetrahydrofuran/ethyl acetate/hexane for developmen...